Dataset: the Open Reaction Database (ORD), a public repository of structured organic reaction records. Task: describe an organic reaction: reactants, conditions, products, and yield Starting materials: NC=1C(=CC(=C(C(=O)O)C1)[N+](=O)[O-])O[C@H](C)CCCCCC (5-Amino-2-nitro-4-[(R)-2-octyloxy]benzoic acid), C(CCCCCC)C=1C=NC(=NC1)C1=CC=C(C=C1)O (4-(5-heptyl-2-pyrimidinyl)phenol), C1(CCCCC1)N=C=NC1CCCCC1 (N,N'-dicyclohexylcarbodiimide). The reagents and catalysts are CN(C1=CC=NC=C1)C (4-(dimethylamino)pyridine). Run in ClCCl (dichloromethane). The product is NC=1C(=CC(=C(C(=O)OC2=CC=C(C=C2)C2=NC=C(C=N2)CCCCCCC)C1)[N+](=O)[O-])O[C@H](C)CCCCCC (4-(5-heptyl-2-pyrimidinyl)phenyl 5-amino-2-nitro-4-[(R)-2-octyloxy]benzoate). The yield is 82.7%. RXN SMILES: [NH2:1][C:2]1[C:3]([O:14][C@@H:15]([CH2:17][CH2:18][CH2:19][CH2:20][CH2:21][CH3:22])[CH3:16])=[CH:4][C:5]([N+:11]([O-:13])=[O:12])=[C:6]([CH:10]=1)[C:7]([OH:9])=[O:8].[CH2:23]([C:30]1[CH:31]=[N:32][C:33]([C:36]2[CH:41]=[CH:40][C:39](O)=[CH:38][CH:37]=2)=[N:34][CH:35]=1)[CH2:24][CH2:25][CH2:26][CH2:27][CH2:28][CH3:29].C1(N=C=NC2CCCCC2)CCCCC1>CN(C)C1C=CN=CC=1.ClCCl>[NH2:1][C:2]1[C:3]([O:14][C@@H:15]([CH2:17][CH2:18][CH2:19][CH2:20][CH2:21][CH3:22])[CH3:16])=[CH:4][C:5]([N+:11]([O-:13])=[O:12])=[C:6]([CH:10]=1)[C:7]([O:9][C:39]1[CH:38]=[CH:37][C:36]([C:33]2[N:32]=[CH:31][C:30]([CH2:23][CH2:24][CH2:25][CH2:26][CH2:27][CH2:28][CH3:29])=[CH:35][N:34]=2)=[CH:41][CH:40]=1)=[O:8]. Procedure: 5-Amino-2-nitro-4-[(R)-2-octyloxy]benzoic acid (0.06 g), 0.1 g of 4-(5-heptyl-2-pyrimidinyl)phenol and 0.04 g of 4-(dimethylamino)pyridine were dissolved in 10 ml of dichloromethane and the solution was treated portionwise within 10 minutes with 0.07 g of N,N'-dicyclohexylcarbodiimide while stirring. The mixture was stirred at room temperature for 40 hours, filtered and concentrated. Chromatography of the residue on silica gel with ethyl acetate/dichloromethane (vol. 1:8) and recrystallization f... Reactants: CN(C)C=O, CCc1nc(C)sc1C(=O)O, Cc1ccccc1, O=C(Cl)Cl. Product: CCc1nc(C)sc1C(=O)O, [Cl-]. Reaction SMILES: [CH3:12][N:13]([CH3:14])[CH:15]=[O:16].[CH3:1][c:2]1[s:3][c:4]([C:9](=[O:10])[OH:11])[c:5]([CH2:7][CH3:8])[n:6]1.[CH3:21][c:22]1[cH:23][cH:24][cH:25][cH:26][cH:27]1.[Cl:17][C:18](=[O:19])[Cl:20]>>[CH3:1][c:2]1[s:3][c:4]([C:9](=[O:10])[OH:11])[c:5]([CH2:7][CH3:8])[n:6]1.[Cl-:17]. The reactants are CC(CCC1=CC=CC=C1)CC(C)(C)C ((3,5,5-trimethylhexyl)benzene), C(C)(C)N(C(C)C)CC (N,N-diisopropylethylamine), ice, Cl (hydrochloric acid), [Cl-].[Al+3].[Cl-].[Cl-] (aluminum chloride), C1=C2C(=CC3=C1C(=O)OC3=O)C(=O)OC2=O (benzene-1,2,4,5-tetracarboxylic acid dianhydride). The solvent is ClCCCl (1,2-dichloroethane), C(C)(=O)OCC (ethyl acetate), CCCCCCC (heptane), ClCCCl (1,2-dichloroethane). Reaction conditions: temperature 15 celsius. The product is CC(CCC1=CC=C(C(=O)C2=C(C(=O)O)C=C(C(=C2)C(=O)O)C(C2=CC=C(C=C2)CCC(CC(C)(C)C)C)=O)C=C1)CC(C)(C)C (2,5-bis(4-(3,5,5-trimethylhexyl)benzoyl)terephthalic acid). RXN SMILES: [Cl-].[Al+3].[Cl-].[Cl-].[CH:5]1[C:10]2[C:11]([O:13][C:14](=[O:15])[C:9]=2[CH:8]=[C:7]2[C:16]([O:18][C:19](=[O:20])[C:6]=12)=[O:17])=[O:12].[CH3:21][CH:22]([CH2:31][C:32]([CH3:35])([CH3:34])[CH3:33])[CH2:23][CH2:24][C:25]1[CH:30]=[CH:29][CH:28]=[CH:27][CH:26]=1.C(N(CC)[CH:40]([CH3:42])[CH3:41])(C)C.Cl>CCCCCCC.C(OCC)(=O)C.ClCCCl>[CH3:21][CH:22]([CH2:31][C:32]([CH3:34])([CH3:33])[CH3:35])[CH2:23][CH2:24][C:25]1[CH:30]=[CH:29][C:28]([C:19]([C:6]2[CH:5]=[C:10]([C:11]([OH:13])=[O:12])[C:9]([C:14](=[O:15])[C:28]3[CH:27]=[CH:26][C:25]([CH2:24][CH2:23][CH:40]([CH3:41])[CH2:42][C:32]([CH3:31])([CH3:34])[CH3:33])=[CH:30][CH:29]=3)=[CH:8][C:7]=2[C:16]([OH:18])=[O:17])=[O:20])=[CH:27][CH:26]=1 |f:0.1.2.3|. Procedure: A mixture of 694.76 grams of aluminum chloride, 270.6 grams of benzene-1,2,4,5-tetracarboxylic acid dianhydride (pyromellitic dianhydride), and 1722.0 grams of 1,2-dichloroethane was stirred at 15° C. A mixture of 507.04 grams of (3,5,5-trimethylhexyl)benzene, 173.17 grams of N,N-diisopropylethylamine and 676.4 mL of 1,2-dichloroethane was added to the reaction over a period of 3.5 hours keeping the reaction temperature between 15° C. and 20° C. The mixture was allowed to stir overnight at room ... Reactants: N#Cc1cc(Br)cc(CN2C(=O)c3ccccc3C2=O)c1, CCO, Cl, NN, O. The product is N#Cc1cc(Br)cc(CN)c1. RXN SMILES: [Br:4][c:5]1[cH:6][c:7]([C:8]#[N:9])[cH:10][c:11]([CH2:13][N:14]2[C:15](=[O:16])[c:17]3[c:18]([cH:19][cH:20][cH:21][cH:22]3)[C:23]2=[O:24])[cH:12]1.[CH3:26][CH2:27][OH:28].[ClH:25].[NH2:2][NH2:3].[OH2:1]>>[Br:4][c:5]1[cH:6][c:7]([C:8]#[N:9])[cH:10][c:11]([CH2:13][NH2:14])[cH:12]1. The reactants are CCCCCCCOc1ccc(-c2ccc(O)c(F)c2F)cc1, ClCCl, CN(C)c1ccncc1, C(=NC1CCCCC1)=NC1CCCCC1, CC(C)C(Cl)C(=O)O. Yields the product CCCCCCCOc1ccc(-c2ccc(OC(=O)C(Cl)C(C)C)c(F)c2F)cc1. Reaction SMILES: [CH2:16]([CH2:17][CH2:18][CH2:19][CH2:20][CH2:21][CH3:22])[O:23][c:24]1[cH:25][cH:26][c:27](-[c:30]2[c:31]([F:38])[c:32]([F:37])[c:33]([OH:36])[cH:34][cH:35]2)[cH:28][cH:29]1.[CH2:47]([Cl:48])[Cl:49].[CH3:50][N:51]([c:52]1[cH:53][cH:54][n:55][cH:56][cH:57]1)[CH3:58].[CH:1]1([N:2]=[C:3]=[N:4][CH:5]2[CH2:6][CH2:7][CH2:8][CH2:9][CH2:10]2)[CH2:11][CH2:12][CH2:13][CH2:14][CH2:15]1.[Cl:39][CH:40]([C:41](=[O:42])[OH:43])[CH:44]([CH3:45])[CH3:46]>>[CH2:16]([CH2:17][CH2:18][CH2:19][CH2:20][CH2:21][CH3:22])[O:23][c:24]1[cH:25][cH:26][c:27](-[c:30]2[c:31]([F:38])[c:32]([F:37])[c:33]([O:36][C:41]([CH:40]([Cl:39])[CH:44]([CH3:45])[CH3:46])=[O:42])[cH:34][cH:35]2)[cH:28][cH:29]1. Starting materials: CC(C)(C)COC(=O)c1ccc(C(F)(F)F)cc1-c1ccc2c(c1)OCC(Cc1ccccc1)C2O, CC(C)O, [Na+], [OH-], O. Yields the product O=C(O)c1ccc(C(F)(F)F)cc1-c1ccc2c(c1)OCC(Cc1ccccc1)C2O. As a reaction SMILES: [CH3:1][C:2]([CH3:3])([CH3:35])[CH2:36][O:4][C:5]([c:6]1[c:7](-[c:16]2[cH:17][cH:18][c:19]3[c:24]([cH:25]2)[O:23][CH2:22][CH:21]([CH2:26][c:27]2[cH:28][cH:29][cH:30][cH:31][cH:32]2)[CH:20]3[OH:33])[cH:8][c:9]([C:12]([F:13])([F:14])[F:15])[cH:10][cH:11]1)=[O:34].[CH:40]([OH:41])([CH3:42])[CH3:43].[Na+:38].[OH-:37].[OH2:39]>>[O:4]=[C:5]([c:6]1[c:7](-[c:16]2[cH:17][cH:18][c:19]3[c:24]([cH:25]2)[O:23][CH2:22][CH:21]([CH2:26][c:27]2[cH:28][cH:29][cH:30][cH:31][cH:32]2)[CH:20]3[OH:33])[cH:8][c:9]([C:12]([F:13])([F:14])[F:15])[cH:10][cH:11]1)[OH:34]. The reactants are C1CCOC1, COC(=O)Cc1ccc(OC)c(-c2ccc(C(F)(F)F)cc2CNC(C)C(O)c2ccccc2)c1, CO, [Na+], [OH-]. Yields the product COc1ccc(CC(=O)O)cc1-c1ccc(C(F)(F)F)cc1CNC(C)C(O)c1ccccc1. Reaction SMILES: [CH2:40]1[O:41][CH2:42][CH2:43][CH2:44]1.[CH3:1][O:2][C:3]([CH2:4][c:5]1[cH:6][c:7](-[c:13]2[c:14]([CH2:23][NH:24][CH:25]([CH:26]([c:27]3[cH:28][cH:29][cH:30][cH:31][cH:32]3)[OH:33])[CH3:34])[cH:15][c:16]([C:19]([F:20])([F:21])[F:22])[cH:17][cH:18]2)[c:8]([O:11][CH3:12])[cH:9][cH:10]1)=[O:35].[CH3:38][OH:39].[Na+:37].[OH-:36]>>[O:2]=[C:3]([CH2:4][c:5]1[cH:6][c:7](-[c:13]2[c:14]([CH2:23][NH:24][CH:25]([CH:26]([c:27]3[cH:28][cH:29][cH:30][cH:31][cH:32]3)[OH:33])[CH3:34])[cH:15][c:16]([C:19]([F:20])([F:21])[F:22])[cH:17][cH:18]2)[c:8]([O:11][CH3:12])[cH:9][cH:10]1)[OH:35].